This data is from the Open Reaction Database (ORD), a public repository of structured organic reaction records. The task is: describe an organic reaction: reactants, conditions, products, and yield Conditions: time 8 hour. RXN SMILES: [CH3:1][N:2]([CH3:13])[CH2:3][CH:4]([C:8]1[CH:12]=[CH:11][S:10][CH:9]=1)[C:5]([OH:7])=O.C(Cl)CCl.[NH2:18][C:19]1[CH:20]=[C:21]2[C:26](=[CH:27][CH:28]=1)[CH:25]=[N:24][CH:23]=[CH:22]2.C([O-])(O)=O.[Na+]>N1C=CC=CC=1.CN(C1C=CN=CC=1)C>[CH3:13][N:2]([CH3:1])[CH2:3][CH:4]([C:8]1[CH:12]=[CH:11][S:10][CH:9]=1)[C:5]([NH:18][C:19]1[CH:20]=[C:21]2[C:26](=[CH:27][CH:28]=1)[CH:25]=[N:24][CH:23]=[CH:22]2)=[O:7] |f:3.4|. The reactants are C(=O)(O)[O-].[Na+] (NaHCO3), CN(CC(C(=O)O)C1=CSC=C1)C (3-(dimethylamino)-2-(thiophen-3-yl)propanoic acid), C(CCl)Cl (EDC), NC=1C=C2C=CN=CC2=CC1 (6-aminoisoquinoline). Reported procedure: To 3-(dimethylamino)-2-(thiophen-3-yl)propanoic acid (E43) in pyridine was added EDC, DMAP, and 6-aminoisoquinoline. The solution was stirred overnight at room temperature. The mixture was poured into NaHCO3 (sat) and extracted with EtOAc. The organics were dried (Na2SO4), filtered, and evaporated. Column chromatography (SiO2, 5-20% MeOH/CH2Cl2) gave pure 3-(dimethylamino)-N-(isoquinolin-6-yl)-2-(thiophen-3-yl)propanamide. The pure compound was taken up in CH2Cl2 and HCl was added. The solvents ... The solvent is N1=CC=CC=C1 (pyridine). The reagents and catalysts are CN(C)C=1C=CN=CC1 (DMAP). Product: CN(CC(C(=O)NC=1C=C2C=CN=CC2=CC1)C1=CSC=C1)C (3-(dimethylamino)-N-(isoquinolin-6-yl)-2-(thiophen-3-yl)propanamide). Reactants: S(C)C (Me2S), C(#N)CO[C@H]([C@H]1CN(CCC1)C(=O)OC(C)(C)C)C=1C=C(C=CC1)C ((R)-tert-Butyl 3-((R)-(cyanomethoxy)(m-tolyl)methyl)piperidine-1-carboxylate), CO (MeOH). Run in C1CCOC1 (THF), C1CCOC1 (THF). The product is NCCO[C@H]([C@H]1CN(CCC1)C(=O)OC(C)(C)C)C=1C=C(C=CC1)C ((R)-tert-butyl 3-((R)-(2-aminoethoxy)(m-tolyl)methyl)piperidine-1-carboxylate). RXN SMILES: [C:1]([CH2:3][O:4][C@@H:5]([C:19]1[CH:20]=[C:21]([CH3:25])[CH:22]=[CH:23][CH:24]=1)[C@@H:6]1[CH2:11][CH2:10][CH2:9][N:8]([C:12]([O:14][C:15]([CH3:18])([CH3:17])[CH3:16])=[O:13])[CH2:7]1)#[N:2].S(C)C.CO>C1COCC1>[NH2:2][CH2:1][CH2:3][O:4][C@@H:5]([C:19]1[CH:20]=[C:21]([CH3:25])[CH:22]=[CH:23][CH:24]=1)[C@@H:6]1[CH2:11][CH2:10][CH2:9][N:8]([C:12]([O:14][C:15]([CH3:18])([CH3:17])[CH3:16])=[O:13])[CH2:7]1. Procedure: (R)-tert-Butyl 3-((R)-(cyanomethoxy)(m-tolyl)methyl)piperidine-1-carboxylate (20 g, 0.04 mol) was dissolved in anhydrous THF (300 mL), and the solution was heated to reflux under nitrogen. A solution of BH3.Me2S (12 mL, 0.12 mol) in THF was added dropwise, and stirring was continued under reflux overnight. The resulting solution was cooled to rt and MeOH was added dropwise to quench the excess borane. After evaporation of the solution, the crude (R)-tert-butyl 3-((R)-(2-aminoethoxy)(m-tolyl)meth...